From a dataset of the Open Reaction Database (ORD), a public repository of structured organic reaction records. describe an organic reaction: reactants, conditions, products, and yield The reactants are amino, C([O-])([O-])=O.[K+].[K+] (potassium carbonate), C([O-])([O-])=O.[Na+].[Na+] (sodium carbonate), C(C)OC(C1=CC=C(C=C1)F)=O (4-Fluorobenzoic acid ethyl ester), NC1CCNCC1 (4-aminopiperidine), C(C1=CC=CC=C1)OC(=O)Cl (benzyloxycarbonyl chloride). Run in C1CCOC1 (THF), O (Water), O (water), CS(=O)C (DMSO), CS(=O)C (dimethyl sulfoxide). Run at temperature 130 celsius, time 20 hour. Yields the product C(C1=CC=CC=C1)OC(=O)NC1CCN(CC1)C1=CC=C(C(=O)OCC)C=C1 (Ethyl 4-(4-(benzyloxycarbonylamino)piperidin-1-yl)benzoate). Yield: 57.3%. Reaction SMILES: [CH2:1]([O:3][C:4](=[O:12])[C:5]1[CH:10]=[CH:9][C:8](F)=[CH:7][CH:6]=1)[CH3:2].C(=O)([O-])[O-].[K+].[K+].[NH2:19][CH:20]1[CH2:25][CH2:24][NH:23][CH2:22][CH2:21]1.C(=O)([O-])[O-].[Na+].[Na+].[CH2:32]([O:39][C:40](Cl)=[O:41])[C:33]1[CH:38]=[CH:37][CH:36]=[CH:35][CH:34]=1>CS(C)=O.C1COCC1.O>[CH2:32]([O:39][C:40]([NH:19][CH:20]1[CH2:25][CH2:24][N:23]([C:8]2[CH:9]=[CH:10][C:5]([C:4]([O:3][CH2:1][CH3:2])=[O:12])=[CH:6][CH:7]=2)[CH2:22][CH2:21]1)=[O:41])[C:33]1[CH:38]=[CH:37][CH:36]=[CH:35][CH:34]=1 |f:1.2.3,5.6.7|. Procedure: 4-Fluorobenzoic acid ethyl ester (25.0 g, 149 mmol) was dissolved in dimethyl sulfoxide (hereinafter referred to as DMSO) (100 mL), and potassium carbonate (31.0 g, 224 mmol) and 4-aminopiperidine (18.8 mL, 177 mmol) were added thereto, followed by stirring at 130° C. for 20 hours. After the reaction mixture was cooled to room temperature, water was added to the mixture and the precipitate was collected by filtration, thereby giving ethyl 4-(4-aminopiperidin-1-yl)benzoate (36.0 g, 98%) as a yell... Starting materials: COC1=CC=C2C=CC=C(C2=C1)CCNC(CBr)=O (N-[2-(7-Methoxynaphth-l-Yl)Ethyl)-2-Bromoacetamide), [I-].[K+] (potassium iodide). Product: COC1=CC=C2C=CC=C(C2=C1)CCNC(CI)=O (N-[2-(7-Methoxynaphth-1-Yl)Ethyl]-Iodoacetamide). As a reaction SMILES: [CH3:1][O:2][C:3]1[CH:12]=[C:11]2[C:6]([CH:7]=[CH:8][CH:9]=[C:10]2[CH2:13][CH2:14][NH:15][C:16](=[O:19])[CH2:17]Br)=[CH:5][CH:4]=1.[I-:20].[K+]>>[CH3:1][O:2][C:3]1[CH:12]=[C:11]2[C:6]([CH:7]=[CH:8][CH:9]=[C:10]2[CH2:13][CH2:14][NH:15][C:16](=[O:19])[CH2:17][I:20])=[CH:5][CH:4]=1 |f:1.2|. Procedure details: The product of the title is obtained by treating the N-[2-(7-methoxynaphth-1-yl)ethyl]-2-bromoacetamide obtained in Example 9 with potassium iodide. The reactants are C(CC)OC1=C(C=CC=C1)C1=NC=C(C(N1)=O)C1=NN=NN1 (2-(2-n-Propoxyphenyl)-5-(5-1H-tetrazolyl)pyrimidin-4(3H)-one), [N+](=O)(O)[O-] (nitric acid), S(O)(O)(=O)=O (sulfuric acid). Reaction conditions: time 2 hour. Product: [N+](=O)([O-])C=1C=CC(=C(C1)C1=NC=C(C(N1)=O)C1=NN=NN1)OCCC (2-(5-Nitro-2-n-propoxyphenyl)-5-(5-1H tetrazolyl)pyrimidin-4(3H)-one). Isolated yield 61.5%. As a reaction SMILES: [CH2:1]([O:4][C:5]1[CH:10]=[CH:9][CH:8]=[CH:7][C:6]=1[C:11]1[NH:16][C:15](=[O:17])[C:14]([C:18]2[NH:22][N:21]=[N:20][N:19]=2)=[CH:13][N:12]=1)[CH2:2][CH3:3].[N+:23]([O-])([OH:25])=[O:24].S(=O)(=O)(O)O>>[N+:23]([C:8]1[CH:9]=[CH:10][C:5]([O:4][CH2:1][CH2:2][CH3:3])=[C:6]([C:11]2[NH:16][C:15](=[O:17])[C:14]([C:18]3[NH:22][N:21]=[N:20][N:19]=3)=[CH:13][N:12]=2)[CH:7]=1)([O-:25])=[O:24]. Procedure: 2-(2-n-Propoxyphenyl)-5-(5-1H-tetrazolyl)pyrimidin-4(3H)-one (1.03 g., 3.46 mmoles) was added over a period of 20 minutes to a cooled (5°) mixture of 70% nitric acid (1.7 ml., 26.9 mmoles) and concentrated sulfuric acid (2 ml.). The mixture was allowed to stand at room temperature for 2 hours. The mixture was poured onto ice-water (200 ml.). The precipitate was recrystallized from 2-methoxyethanol to give the title compound (0.73 g., 61.3%), m.p. 251°-252° (decomp).